From a dataset of the Open Reaction Database (ORD), a public repository of structured organic reaction records. describe an organic reaction: reactants, conditions, products, and yield The reactants are NC=1C=CC(=C(C1)C=1OC2=C(N1)C=C(C=C2)C2=CC=CC=C2)NCCOC (2-(5-amino-2-(2-methoxyethylamino)phenyl)-5-phenylbenzoxazole), C1=CC2=C(C=C1C(=O)O)C(=O)OC2=O (1,2,4-benzenetricarboxylic anhydride). Yields the product COCCNC1=C(C=C(C=C1)N1C(C2=CC=C(C=C2C1=O)C(=O)O)=O)C=1OC2=C(N1)C=C(C=C2)C2=CC=CC=C2 (2-[4-(2-Methoxyethylamino)-3-(5-phenylbenzoxazol-2-yl)phenyl]-1,3-dioxo-2,3-dihydro-1H-isoindole-5-carboxylic acid). As a reaction SMILES: [NH2:1][C:2]1[CH:3]=[CH:4][C:5]([NH:23][CH2:24][CH2:25][O:26][CH3:27])=[C:6]([C:8]2[O:9][C:10]3[CH:16]=[CH:15][C:14]([C:17]4[CH:22]=[CH:21][CH:20]=[CH:19][CH:18]=4)=[CH:13][C:11]=3[N:12]=2)[CH:7]=1.[CH:28]1[C:33]([C:34]([OH:36])=[O:35])=[CH:32][C:31]2[C:37]([O:39][C:40](=O)[C:30]=2[CH:29]=1)=[O:38]>>[CH3:27][O:26][CH2:25][CH2:24][NH:23][C:5]1[CH:4]=[CH:3][C:2]([N:1]2[C:37](=[O:38])[C:31]3[C:30](=[CH:29][CH:28]=[C:33]([C:34]([OH:36])=[O:35])[CH:32]=3)[C:40]2=[O:39])=[CH:7][C:6]=1[C:8]1[O:9][C:10]2[CH:16]=[CH:15][C:14]([C:17]3[CH:22]=[CH:21][CH:20]=[CH:19][CH:18]=3)=[CH:13][C:11]=2[N:12]=1. Procedure: Prepared by the method of Example 1b), from 2-(5-amino-2-(2-methoxyethylamino)phenyl)-5-phenylbenzoxazole (131 mg, 0.36 mmol) and 1,2,4-benzenetricarboxylic anhydride (70 mg, 0.36 mmol) the title compound was obtained (138 mg, 72%). 1H NMR (DMSO) δ 8.61(t, 1H), 8.42(dd, 1H), 8.31(s, 1H), 8.13(d, 1H), 8.08(m, 2H), 7.83(d, 1H), 7.53(m, 3H), 7.50(m, 3H), 7.41(t, 1H), 7.08(d, 1H), 3.69(m, 2H), 3.59(m, 2H), 3.35(s, 3H). MS 534 m/z (M+H)+.